From a dataset of the Open Reaction Database (ORD), a public repository of structured organic reaction records. describe an organic reaction: reactants, conditions, products, and yield Starting materials: FC=1C=C(C=C(C1)F)C[C@@H]([C@@H]1OC1)NC(OC(C)(C)C)=O (tert-Butyl (1S)-2-(3,5-difluorophenyl)-1-[(2S)-oxiranyl]ethylcarbamate), COC=1C=C(CN)C=CC1 (3-methoxybenzylamine). Solvent: C(C)(C)O (isopropyl alcohol). The product is FC=1C=C(C[C@@H]([C@@H](CNCC2=CC(=CC=C2)OC)O)NC(OC(C)(C)C)=O)C=C(C1)F (tert-Butyl (1S, 2R)-1-(3,5-difluorobenzyl)-2-hydroxy-3-[(3methoxybenzyl)amino]propylcarbamate). As a reaction SMILES: [F:1][C:2]1[CH:3]=[C:4]([CH2:9][C@H:10]([NH:14][C:15](=[O:21])[O:16][C:17]([CH3:20])([CH3:19])[CH3:18])[C@H:11]2[CH2:13][O:12]2)[CH:5]=[C:6]([F:8])[CH:7]=1.[CH3:22][O:23][C:24]1[CH:25]=[C:26]([CH:29]=[CH:30][CH:31]=1)[CH2:27][NH2:28]>C(O)(C)C>[F:1][C:2]1[CH:3]=[C:4]([CH:5]=[C:6]([F:8])[CH:7]=1)[CH2:9][C@H:10]([NH:14][C:15](=[O:21])[O:16][C:17]([CH3:20])([CH3:19])[CH3:18])[C@H:11]([OH:12])[CH2:13][NH:28][CH2:27][C:26]1[CH:29]=[CH:30][CH:31]=[C:24]([O:23][CH3:22])[CH:25]=1. Reported procedure: tert-Butyl (1S)-2-(3,5-difluorophenyl)-1-[(2S)-oxiranyl]ethylcarbamate (V, EXAMPLE 4, 245 mg, 0.82 mmol) is suspended in isopropyl alcohol (6 mL) and 3-methoxybenzylamine (160 μL, 1.22 mmol) is added with stirring at 20-25°. This mixture is heated to gentle reflux (bath temp 85°) under nitrogen for 2 hr, whereupon the resulting mixture is concentrated under reduced pressure to give the title compound. The title compound is purified by flash chromatography (2-5% methanol/methylene chloride; gradi... Reactants: ClCCl, Cl, Oc1ccc(Sc2cccc(F)n2)cc1, [Na+], [OH-], O. The product is Oc1ccc(Sc2cccc(O)n2)cc1. As a reaction SMILES: [CH2:18]([Cl:19])[Cl:20].[ClH:21].[F:1][c:2]1[cH:3][cH:4][cH:5][c:6]([S:8][c:9]2[cH:10][cH:11][c:12]([OH:15])[cH:13][cH:14]2)[n:7]1.[Na+:17].[OH-:16].[OH2:22]>>[c:2]1([OH:16])[cH:3][cH:4][cH:5][c:6]([S:8][c:9]2[cH:10][cH:11][c:12]([OH:15])[cH:13][cH:14]2)[n:7]1. The reactants are Cn1cc(C(=O)O)c(C(F)F)n1, CNOC. Reagents/catalysts: CC(C)N=C=NC(C)C (DIC), C1=CC2=C(N=C1)N(N=N2)O (HOAt). Solvent: CN(C)C=O (DMF), CN(C)C=O (DMF), CN(C)C=O (DMF), CN(C)C=O (DMF), CN(C)C=O (DMF), CN(C)C=O (DMF). Reaction conditions: temperature 25 celsius, time 2 hour. The product is CON(C)C(=O)c1cn(C)nc1C(F)F. Isolated yield 30.4%. Reaction SMILES: CNOC.Cn1cc(C(=O)O)c(C(F)F)n1.CC(C)N=C=NC(C)C.C1=CC2=C(N=C1)N(N=N2)O.CN(C)C=O>>CON(C)C(=O)c1cn(C)nc1C(F)F. The reactants are C(#N)[BH3-].[Na+] (sodium cyanoborohydride), O (water), C(C)(=O)O (acetic acid), C(C)(C)(C)OC(=O)N1CCNCC1 (piperazine-1-carboxylic acid tert-butyl ester), C1CCOC1 (THF). Run at temperature 60 celsius, time 12 hour. Yields the product C(C)(C)(C)OC(=O)N1CCN(CC1)C1CCOCC1 (4-(tetrahydro-pyran-4-yl)-piperazine-1-carboxylic acid tert-butyl ester). Isolated yield 25.0%. RXN SMILES: [C:1]([O:5][C:6]([N:8]1[CH2:13][CH2:12][NH:11][CH2:10][CH2:9]1)=[O:7])([CH3:4])([CH3:3])[CH3:2].O.[C:15]([OH:18])(=O)[CH3:16].C([BH3-])#N.[Na+].[CH2:23]1[CH2:27]OC[CH2:24]1>>[C:1]([O:5][C:6]([N:8]1[CH2:13][CH2:12][N:11]([CH:24]2[CH2:16][CH2:15][O:18][CH2:27][CH2:23]2)[CH2:10][CH2:9]1)=[O:7])([CH3:4])([CH3:2])[CH3:3] |f:3.4|. Procedure: To a solution of piperazine-1-carboxylic acid tert-butyl ester (1.5 g, 8.05 mmol) stirring in anhydrous THF (20 mL) and water (0.2 mL) was added glacial acetic acid (1.45 mL, 24.2 mmol), followed by sodium cyanoborohydride (758 mg, 12.1 mmol). The reaction mixture was stirred at 60° C. for 12 h, quenched with 10% aqueous NaHCO3 (50 mL), extracted with EtOAc and dried (MgSO4) to give a colourless oil which was purified by silica chromatography to give 4-(tetrahydro-pyran-4-yl)-piperazine-1-carbox... Starting materials: Cc1ccc(Cl)cc1C1NC(=O)CC(c2cc(Br)ccc2OCC2(C)COC2)C12C(=O)Nc1cc(Cl)ccc12, C1CCOC1, COBOC, C#C[Si](C)(C)C, [K+], [K+], [K+], O=P([O-])([O-])[O-], c1ccc(P(c2ccccc2)(c2ccccc2)[Pd](P(c2ccccc2)(c2ccccc2)c2ccccc2)(P(c2ccccc2)(c2ccccc2)c2ccccc2)P(c2ccccc2)(c2ccccc2)c2ccccc2)cc1. Yields the product Cc1ccc(Cl)cc1C1NC(=O)CC(c2cc(C#C[Si](C)(C)C)ccc2OCC2(C)COC2)C12C(=O)Nc1cc(Cl)ccc12. As a reaction SMILES: [Br:1][c:2]1[cH:3][cH:4][c:5]([O:33][CH2:34][C:35]2([CH3:39])[CH2:36][O:37][CH2:38]2)[c:6]([CH:8]2[CH2:9][C:10](=[O:32])[NH:11][CH:12]([c:24]3[c:25]([CH3:31])[cH:26][cH:27][c:28]([Cl:30])[cH:29]3)[C:13]23[C:14](=[O:23])[NH:15][c:16]2[cH:17][c:18]([Cl:22])[cH:19][cH:20][c:21]23)[cH:7]1.[CH2:59]1[O:60][CH2:61][CH2:62][CH2:63]1.[CH3:40][O:41][BH:42][O:43][CH3:44].[CH3:45][Si:46]([CH3:47])([CH3:48])[C:49]#[CH:50].[K+:56].[K+:57].[K+:58].[P:51]([O-:52])([O-:53])([O-:54])=[O:55].[cH:64]1[cH:65][cH:66][c:67]([P:68]([Pd:69]([P:70]([c:71]2[cH:72][cH:73][cH:74][cH:75][cH:76]2)([c:77]2[cH:78][cH:79][cH:80][cH:81][cH:82]2)[c:83]2[cH:84][cH:85][cH:86][cH:87][cH:88]2)([P:89]([c:90]2[cH:91][cH:92][cH:93][cH:94][cH:95]2)([c:96]2[cH:97][cH:98][cH:99][cH:100][cH:101]2)[c:102]2[cH:103][cH:104][cH:105][cH:106][cH:107]2)[P:108]([c:109]2[cH:110][cH:111][cH:112][cH:113][cH:114]2)([c:115]2[cH:116][cH:117][cH:118][cH:119][cH:120]2)[c:121]2[cH:122][cH:123][cH:124][cH:125][cH:126]2)([c:127]2[cH:128][cH:129][cH:130][cH:131][cH:132]2)[c:133]2[cH:134][cH:135][cH:136][cH:137][cH:138]2)[cH:139][cH:140]1>>[c:2]1([C:50]#[C:49][Si:46]([CH3:45])([CH3:47])[CH3:48])[cH:3][cH:4][c:5]([O:33][CH2:34][C:35]2([CH3:39])[CH2:36][O:37][CH2:38]2)[c:6]([CH:8]2[CH2:9][C:10](=[O:32])[NH:11][CH:12]([c:24]3[c:25]([CH3:31])[cH:26][cH:27][c:28]([Cl:30])[cH:29]3)[C:13]23[C:14](=[O:23])[NH:15][c:16]2[cH:17][c:18]([Cl:22])[cH:19][cH:20][c:21]23)[cH:7]1. The reactants are C#CC(O)c1c(-c2ccc(OC)cc2)nn2c(Cl)cccc12, ClCCl. Product: C#CC(=O)c1c(-c2ccc(OC)cc2)nn2c(Cl)cccc12. Reaction SMILES: [Cl:1][c:2]1[cH:3][cH:4][cH:5][c:6]2[n:7]1[n:8][c:9](-[c:15]1[cH:16][cH:17][c:18]([O:21][CH3:22])[cH:19][cH:20]1)[c:10]2[CH:11]([C:12]#[CH:13])[OH:14].[Cl:23][CH2:24][Cl:25]>>[Cl:1][c:2]1[cH:3][cH:4][cH:5][c:6]2[n:7]1[n:8][c:9](-[c:15]1[cH:16][cH:17][c:18]([O:21][CH3:22])[cH:19][cH:20]1)[c:10]2[C:11]([C:12]#[CH:13])=[O:14]. Starting materials: O=Cc1cccc(OCCCN2C(=O)c3ccccc3C2=O)c1, O, OCCO, Cc1ccc(S(=O)(=O)O)cc1, c1ccccc1. The product is O=C1c2ccccc2C(=O)N1CCCOc1cccc(C2OCCO2)c1. Reaction SMILES: [CH:1](=[O:2])[c:3]1[cH:4][c:5]([O:6][CH2:7][CH2:8][CH2:9][N:10]2[C:11](=[O:20])[c:12]3[c:13]([cH:16][cH:17][cH:18][cH:19]3)[C:14]2=[O:15])[cH:21][cH:22][cH:23]1.[OH2:39].[OH:24][CH2:25][CH2:26][OH:27].[c:28]1([CH3:29])[cH:30][cH:31][c:32]([S:33]([OH:34])(=[O:35])=[O:36])[cH:37][cH:38]1.[cH:40]1[cH:41][cH:42][cH:43][cH:44][cH:45]1>>[CH:1]1([c:3]2[cH:4][c:5]([O:6][CH2:7][CH2:8][CH2:9][N:10]3[C:11](=[O:20])[c:12]4[c:13]([cH:16][cH:17][cH:18][cH:19]4)[C:14]3=[O:15])[cH:21][cH:22][cH:23]2)[O:2][CH2:26][CH2:25][O:24]1.